From a dataset of the Open Reaction Database (ORD), a public repository of structured organic reaction records. describe an organic reaction: reactants, conditions, products, and yield The reactants are C1(C(O)C=CC(CC=C)=C1)OC (dihydroeugenol), C1OC=2C=C(C=CC2O1)CCC (3,4-Methylenedioxy phenylpropane), C1(=CC=CC=C1)CCC (phenylpropane), COC1=CC=C(C=C1)CCC (4-Methoxyphenylpropane). Product: C=1(C(O)=CC=C(CC=C)C1)OC (eugenol), O1COC2=CC(CC=C)=CC=C12 (safrole), C1(=CC=C(C=CC)C=C1)OC (anethole). As a reaction SMILES: C1(CCC)C=CC=CC=1.[CH:10]1([O:20][CH3:21])[CH:19]=[C:15]([CH2:16][CH:17]=[CH2:18])[CH:14]=[CH:13][CH:11]1[OH:12].[CH2:22]1[O:30][C:29]2[CH:28]=[CH:27][C:26]([CH2:31][CH2:32][CH3:33])=[CH:25][C:24]=2[O:23]1.[CH3:34][O:35][C:36]1[CH:41]=[CH:40][C:39]([CH2:42][CH2:43][CH3:44])=[CH:38][CH:37]=1>>[C:10]1([O:20][CH3:21])[C:11](=[CH:13][CH:14]=[C:15]([CH:19]=1)[CH2:16][CH:17]=[CH2:18])[OH:12].[O:30]1[C:29]2[C:24](=[CH:25][C:26](=[CH:27][CH:28]=2)[CH2:31][CH:32]=[CH2:33])[O:23][CH2:22]1.[C:36]1([O:35][CH3:34])[CH:41]=[CH:40][C:39]([CH:42]=[CH:43][CH3:44])=[CH:38][CH:37]=1. Reported procedure: The starting material phenylpropane derivatives such as dihydroeugenol (n-Propyl guaiacol), 3,4-Methylenedioxy phenylpropane (dihydrosafrole), 4-Methoxyphenylpropane (dihydroanethole) or the like, can be obtained either from commercial sources or by catalytic hydrogenation of corresponding eugenol, safrole, anethole derivatives respectively (Steffen, A. In: Perfume and Flavor Chemicals, Allured Punlishing Corporation, 362 South Schmale Road, Carol Stream, Ill., USA, (1994)). In addition, 2,4,5-T...